Task: describe an organic reaction: reactants, conditions, products, and yield. Dataset: the Open Reaction Database (ORD), a public repository of structured organic reaction records Starting materials: N1=CC=CC=C1 (pyridine), O=S(Cl)Cl (SOCl2), OCCSC1=CC=C(C=C1)O (4-(2-hydroxy-ethylsulfanyl)-phenol). Run in C(Cl)Cl (CH2Cl2), CH2,Cl2. Run at time 1 hour. Yields the product ClCCSC1=CC=C(C=C1)O (4-(2-Chloro-ethylsulfanyl)-phenol). The yield is 83.8%. As a reaction SMILES: O[CH2:2][CH2:3][S:4][C:5]1[CH:10]=[CH:9][C:8]([OH:11])=[CH:7][CH:6]=1.N1C=CC=CC=1.O=S(Cl)[Cl:20]>C(Cl)Cl>[Cl:20][CH2:2][CH2:3][S:4][C:5]1[CH:10]=[CH:9][C:8]([OH:11])=[CH:7][CH:6]=1. Procedure details: To a solution of 5.0 g 4-(2-hydroxy-ethylsulfanyl)-phenol (29 mmol) in 100 ml CH2,Cl2 were added at 0° C. 2.6 ml pyridine (32.3 mmol) and 2.34 ml SOCl2 (32.3 mmol), dissolved in 10 ml CH2Cl2. The reaction mixture was stirred for 1 h at r.t. and then quenched by the addition of water. The organic phase was separated and washed twice with sat. NaHCO3-solution. The combined aqueous phases were extracted with CH2Cl2 twice and the combined organic layers were dried over MgSO4 and the solvent was remo... Reaction SMILES: [Cl:1][C:2]1[C:3]([Cl:17])=[CH:4][C:5]2[C:14]3[NH:13][C:12](=O)[CH2:11][CH2:10][C:9]=3[N:8]=[CH:7][C:6]=2[CH:16]=1.B>O1CCCC1>[Cl:1][C:2]1[C:3]([Cl:17])=[CH:4][C:5]2[C:14]3[NH:13][CH2:12][CH2:11][CH2:10][C:9]=3[N:8]=[CH:7][C:6]=2[CH:16]=1. Yields the product ClC=1C(=CC2=C(C=NC=3CCCNC23)C1)Cl (8,9-Dichloro-1,2,3,4-tetrahydrobenzo[c]-1,5-naphthyridine). The solvent is O1CCCC1 (tetrahydrofuran). Run at time 8 hour. The reactants are ClC=1C(=CC2=C(C=NC=3CCC(NC23)=O)C1)Cl (8,9-dichloro-1,4-dihydrobenzo[c]-1,5-naphthyridin-2(3H)-one), B (borane), B (borane). Procedure: To a stirred solution of 4.00 g of 8,9-dichloro-1,4-dihydrobenzo[c]-1,5-naphthyridin-2(3H)-one in tetrahydrofuran (800 ml) was added 60 ml of borane solution (1.0M in tetrahydrofuran) over approximately one minute. A solution formed after the borane addition was complete. The solution was stirred overnight at ambient temperature. Reactants: C#CCBr, O=[N+]([O-])C=C1NCCCN1. The product is C#CCN1CCCNC1=C[N+](=O)[O-]. RXN SMILES: [CH2:11]([C:12]#[CH:13])[Br:14].[N+:1](=[O:2])([O-:3])[CH:4]=[C:5]1[NH:6][CH2:7][CH2:8][CH2:9][NH:10]1>>[N+:1](=[O:2])([O-:3])[CH:4]=[C:5]1[N:6]([CH2:13][C:12]#[CH:11])[CH2:7][CH2:8][CH2:9][NH:10]1. Procedure: To a mixture of lithium aluminum hydride (32.6 g) in tetrahydrofuran (1.3 L) was added (2E)-3-[1-methyl-5-(tritylamino)-1H-pyrazol-4-yl]-2-propenonitrile (101.6 g) under ice-cooling. The mixture was refluxed for 4 hours. After cooling on an ice bath, sodium fluoride (100 g) and water (100 ml) were added to the reaction mixture. The insoluble materials were removed by filtration. The filtrate was concentrated in vacuo to give 4-(3-aminopropyl)-1-methyl-5-tritylamino-1H-pyrazole (88.9 g). 1H-NMR(D... RXN SMILES: [H-].[Al+3].[Li+].[H-].[H-].[H-].[CH3:7][N:8]1[C:12]([NH:13][C:14]([C:27]2[CH:32]=[CH:31][CH:30]=[CH:29][CH:28]=2)([C:21]2[CH:26]=[CH:25][CH:24]=[CH:23][CH:22]=2)[C:15]2[CH:20]=[CH:19][CH:18]=[CH:17][CH:16]=2)=[C:11](/[CH:33]=[CH:34]/[C:35]#[N:36])[CH:10]=[N:9]1.[F-].[Na+].O>O1CCCC1>[NH2:36][CH2:35][CH2:34][CH2:33][C:11]1[CH:10]=[N:9][N:8]([CH3:7])[C:12]=1[NH:13][C:14]([C:21]1[CH:22]=[CH:23][CH:24]=[CH:25][CH:26]=1)([C:27]1[CH:28]=[CH:29][CH:30]=[CH:31][CH:32]=1)[C:15]1[CH:20]=[CH:19][CH:18]=[CH:17][CH:16]=1 |f:0.1.2.3.4.5,7.8|. The product is NCCCC=1C=NN(C1NC(C1=CC=CC=C1)(C1=CC=CC=C1)C1=CC=CC=C1)C (4-(3-aminopropyl)-1-methyl-5-tritylamino-1H-pyrazole). Reactants: [H-].[Al+3].[Li+].[H-].[H-].[H-] (lithium aluminum hydride), [F-].[Na+] (sodium fluoride), O (water), CN1N=CC(=C1NC(C1=CC=CC=C1)(C1=CC=CC=C1)C1=CC=CC=C1)/C=C/C#N ((2E)-3-[1-methyl-5-(tritylamino)-1H-pyrazol-4-yl]-2-propenonitrile). Isolated yield 86.2%. The solvent is O1CCCC1 (tetrahydrofuran).